This data is from the Open Reaction Database (ORD), a public repository of structured organic reaction records. The task is: describe an organic reaction: reactants, conditions, products, and yield The reactants are ClC1=C(C=CC=C1)CCC(C(=O)O)NS(=O)(=O)C1=C2C=CNC2=CC=C1 (4-(2-chlorophenyl)-2-[(1H-indol-4-ylsulfonyl)amino]butanoic acid), N1CCC(CC1)C(=O)OC (methyl piperidine-4-carboxylate). The product is ClC1=C(C=CC=C1)CCC(C(=O)N1CCC(CC1)C(=O)OC)NS(=O)(=O)C1=C2C=CNC2=CC=C1 (methyl 1-{4-(2-chlorophenyl)-2-[(1H-indol-4-ylsulfonyl)amino]butanoyl}piperidine-4-carboxylate). As a reaction SMILES: [Cl:1][C:2]1[CH:7]=[CH:6][CH:5]=[CH:4][C:3]=1[CH2:8][CH2:9][CH:10]([NH:14][S:15]([C:18]1[CH:26]=[CH:25][CH:24]=[C:23]2[C:19]=1[CH:20]=[CH:21][NH:22]2)(=[O:17])=[O:16])[C:11]([OH:13])=O.[NH:27]1[CH2:32][CH2:31][CH:30]([C:33]([O:35][CH3:36])=[O:34])[CH2:29][CH2:28]1>>[Cl:1][C:2]1[CH:7]=[CH:6][CH:5]=[CH:4][C:3]=1[CH2:8][CH2:9][CH:10]([NH:14][S:15]([C:18]1[CH:26]=[CH:25][CH:24]=[C:23]2[C:19]=1[CH:20]=[CH:21][NH:22]2)(=[O:16])=[O:17])[C:11]([N:27]1[CH2:32][CH2:31][CH:30]([C:33]([O:35][CH3:36])=[O:34])[CH2:29][CH2:28]1)=[O:13]. Procedure details: methyl 1-{4-(2-chlorophenyl)-2-[(1H-indol-4-ylsulfonyl)amino]butanoyl}piperidine-4-carboxylate is prepared from 4-(2-chlorophenyl)-2-[(1H-indol-4-ylsulfonyl)amino]butanoic acid and methyl piperidine-4-carboxylate in same manner Example 106 is synthesized. ESI MS Calc. 517.1; Found: 518.5 (M+H)+. The reactants are CC(Cc1ccc(C#N)cc1)C(=O)O, O. Product: CC1Cc2ccc(C#N)cc2C1=O. As a reaction SMILES: [CH3:1][CH:2]([C:3](=[O:4])[OH:5])[CH2:6][c:7]1[cH:8][cH:9][c:10]([C:13]#[N:14])[cH:11][cH:12]1.[OH2:15]>>[CH3:1][CH:2]1[C:3](=[O:5])[c:12]2[c:7]([cH:8][cH:9][c:10]([C:13]#[N:14])[cH:11]2)[CH2:6]1. The reactants are O (Water), CN1CCOCC1 (N-methylmorpholine), ClC(=O)OC1=CC=CC=C1 (phenyl chloroformate), Cl.ClC=1C=CC(=NC1)OCC(C)NC([C@@H](N)C(C)C)=O (N1 -[2-(5-chloro-2-pyridyloxy)-1-methylethyl]-L-valinamide hydrochloride). Solvent: C(Cl)Cl (methylene chloride). Conditions: time 15 hour. Yields the product ClC=1C=CC(=NC1)OCC(C)NC([C@@H](NC(=O)OC1=CC=CC=C1)C(C)C)=O (N1 -[2-(5-chloro-2-pyridyloxy)-1-methylethyl]-N2 -phenoxycarbonyl-L-valinamide). Isolated yield 34.0%. As a reaction SMILES: CN1CCOCC1.Cl[C:9]([O:11][C:12]1[CH:17]=[CH:16][CH:15]=[CH:14][CH:13]=1)=[O:10].Cl.[Cl:19][C:20]1[CH:21]=[CH:22][C:23]([O:26][CH2:27][CH:28]([NH:30][C:31](=[O:37])[C@H:32]([CH:34]([CH3:36])[CH3:35])[NH2:33])[CH3:29])=[N:24][CH:25]=1.O>C(Cl)Cl>[Cl:19][C:20]1[CH:21]=[CH:22][C:23]([O:26][CH2:27][CH:28]([NH:30][C:31](=[O:37])[C@H:32]([CH:34]([CH3:36])[CH3:35])[NH:33][C:9]([O:11][C:12]2[CH:17]=[CH:16][CH:15]=[CH:14][CH:13]=2)=[O:10])[CH3:29])=[N:24][CH:25]=1 |f:2.3|. Procedure: 0.8 g of N-methylmorpholine, and subsequently 0.7 g of phenyl chloroformate were added to a suspension containing 1.4 g of N1 -[2-(5-chloro-2-pyridyloxy)-1-methylethyl]-L-valinamide hydrochloride suspended in 50 ml of methylene chloride at -15° C. The mixture was allowed to sit and warm naturally to room temperature and stirred for 15 hours at room temperature. Water was subsequently added to the reaction mixture. After the methylene chloride layer was washed with water, the organic layer was dr... Reactants: [Li]CCCC, CC(=O)Cl, CC(C)NC(C)C, [Na+], O=C([O-])O, C1CCOC1, O, COC(=O)CC(C)c1ccccc1. The product is COC(=O)C(C(C)=O)C(C)c1ccccc1. Reaction SMILES: [CH2:1]([Li:2])[CH2:3][CH2:4][CH3:5].[CH3:26][C:27]([Cl:28])=[O:29].[CH:6]([NH:7][CH:8]([CH3:9])[CH3:10])([CH3:11])[CH3:12].[Na+:34].[O-:30][C:31]([OH:32])=[O:33].[O:35]1[CH2:36][CH2:37][CH2:38][CH2:39]1.[OH2:40].[c:13]1([CH:19]([CH2:20][C:21](=[O:22])[O:23][CH3:24])[CH3:25])[cH:14][cH:15][cH:16][cH:17][cH:18]1>>[c:13]1([CH:19]([CH:20]([C:21](=[O:22])[O:23][CH3:24])[C:27]([CH3:26])=[O:29])[CH3:25])[cH:14][cH:15][cH:16][cH:17][cH:18]1. Starting materials: 29, N1=CC=CC2=CN=CC=C12 (1,6-naphthyridine), C1COC(C)(CCCCBr)O1 (6-bromohexan-2-one ethylene ketal), [BH4-].[Na+] (sodium borohydride). Solvent: C(C)#N (acetonitrile). Reaction conditions: time 8 hour. Product: C(CCCC(C)=O)N1CC=2C=CC=NC2CC1 (5,6,7,8-tetrahydro-6-(5-hexanonyl)-1,6-naphthyridine). As a reaction SMILES: [N:1]1[C:10]2[C:5](=[CH:6][N:7]=[CH:8][CH:9]=2)[CH:4]=[CH:3][CH:2]=1.C1O[C:14]([CH2:16][CH2:17][CH2:18][CH2:19]Br)([CH3:15])[O:13]C1.[BH4-].[Na+]>C(#N)C>[CH2:19]([N:7]1[CH2:8][CH2:9][C:10]2[N:1]=[CH:2][CH:3]=[CH:4][C:5]=2[CH2:6]1)[CH2:18][CH2:17][CH2:16][C:14](=[O:13])[CH3:15] |f:2.3|. Reported procedure: A solution of 1,6-naphthyridine (13.0 g, 0.1 mol) and 6-bromohexan-2-one ethylene ketal (26.8 g, 0.12 mol) in acetonitrile (100 ml) was refluxed for 10 hours. The reaction mixture was evaporated in vacuo, dissolved in methanol (600 ml) and water (200 ml). To the mixture, sodium borohydride (19.5 g, 0.5 mol) was added portionwise over the internal temperature range 0° to 20° C. After stirring overnight at room temperature, the reaction mixture was evaporated in vacuo, water added and extracted wi... Reactants: CCOC(C)=O, O=C1CCC(=O)N1I, CN(C)C=O, O=C(O)c1cc(Cl)ccc1O. Yields the product O=C(O)c1cc(Cl)cc(I)c1O. Reaction SMILES: [CH3:20][CH2:21][O:22][C:23](=[O:24])[CH3:25].[O:12]=[C:13]1[N:14]([I:19])[C:15](=[O:16])[CH2:17][CH2:18]1.[O:26]=[CH:27][N:28]([CH3:29])[CH3:30].[OH:1][C:2](=[O:3])[c:4]1[cH:5][c:6]([Cl:7])[cH:8][cH:9][c:10]1[OH:11]>>[OH:1][C:2](=[O:3])[c:4]1[cH:5][c:6]([Cl:7])[cH:8][c:9]([I:19])[c:10]1[OH:11].